Dataset: the Open Reaction Database (ORD), a public repository of structured organic reaction records. Task: describe an organic reaction: reactants, conditions, products, and yield Reactants: ClC1=C(CN2C3=C(NCC2)N=CC(=C3)I)C(=CC=C1F)F (1-(2-Chloro-3,6-difluorobenzyl)-7-iodo-1,2,3,4-tetrahydropyrido[2,3-b]pyrazine), ClC=1C(=NC=CC1B1OC(C(O1)(C)C)(C)C)N1CCOCC1 (4-[3-chloro-4-(4,4,5,5-tetramethyl-[1,3,2]dioxaborolan-2-yl)pyridin-2-yl]morpholine). Yields the product ClC1=C(CN2C3=C(NCC2)N=CC(=C3)C3=C(C(=NC=C3)N3CCOCC3)Cl)C(=CC=C1F)F (1-(2-Chloro-3,6-difluorobenzyl)-7-(3-chloro-2-morpholin-4-yl-pyridin-4-yl)-1,2,3,4-tetrahydropyrido[2,3-b]pyrazine). Isolated yield 49.0%. Reaction SMILES: [Cl:1][C:2]1[C:19]([F:20])=[CH:18][CH:17]=[C:16]([F:21])[C:3]=1[CH2:4][N:5]1[CH2:10][CH2:9][NH:8][C:7]2[N:11]=[CH:12][C:13](I)=[CH:14][C:6]1=2.[Cl:22][C:23]1[C:24]([N:38]2[CH2:43][CH2:42][O:41][CH2:40][CH2:39]2)=[N:25][CH:26]=[CH:27][C:28]=1B1OC(C)(C)C(C)(C)O1>>[Cl:1][C:2]1[C:19]([F:20])=[CH:18][CH:17]=[C:16]([F:21])[C:3]=1[CH2:4][N:5]1[CH2:10][CH2:9][NH:8][C:7]2[N:11]=[CH:12][C:13]([C:28]3[CH:27]=[CH:26][N:25]=[C:24]([N:38]4[CH2:43][CH2:42][O:41][CH2:40][CH2:39]4)[C:23]=3[Cl:22])=[CH:14][C:6]1=2. Reported procedure: 1-(2-Chloro-3,6-difluorobenzyl)-7-iodo-1,2,3,4-tetrahydropyrido[2,3-b]pyrazine (100 mg) was reacted with 4-[3-chloro-4-(4,4,5,5-tetramethyl-[1,3,2]dioxaborolan-2-yl)pyridin-2-yl]morpholine as in General Procedure 4A to give the title compound as a tan foam (49% yield). M.p. (foam), LCMS: m/z=493.59 (M+H+), 1H-NMR (CDCl3, 400 MHz) δ 3.28 (t, J=5.3 Hz, 2H), 3.38 (t, J=4.8 Hz, 4H), 3.52-3.58 (m, 2H), 3.89 (t, J=4.3 Hz, 4H), 4.47 (d, J=1.3 Hz, 2H), 5.16 (bs, 1H), 6.89 (d, J=5.0 Hz, 1H), 6.97-7.06 (m... The reactants are Brc1ccccc1, [NH4+], N#C[S-], NCCC(c1ccccc1)c1ccccc1. Product: NC(=S)NCCC(c1ccccc1)c1ccccc1. Reaction SMILES: [Br:21][c:22]1[cH:23][cH:24][cH:25][cH:26][cH:27]1.[NH4+:20].[S-:17][C:18]#[N:19].[c:1]1([CH:7]([CH2:8][CH2:9][NH2:10])[c:11]2[cH:12][cH:13][cH:14][cH:15][cH:16]2)[cH:2][cH:3][cH:4][cH:5][cH:6]1>>[c:1]1([CH:7]([CH2:8][CH2:9][NH:10][C:18](=[S:17])[NH2:19])[c:11]2[cH:12][cH:13][cH:14][cH:15][cH:16]2)[cH:2][cH:3][cH:4][cH:5][cH:6]1. Reactants: CCOC(=O)CBr, C1CCOC1, [Li]CCCC, CCCCCC, CC(C)NC(C)C, CCOC(=O)C1CCc2cc3ccccc3n2C1. Yields the product CCOC(=O)CC1(C(=O)OCC)CCc2cc3ccccc3n2C1. RXN SMILES: [Br:31][CH2:32][C:33](=[O:34])[O:35][CH2:36][CH3:37].[CH2:38]1[O:39][CH2:40][CH2:41][CH2:42]1.[CH2:8]([Li:9])[CH2:10][CH2:11][CH3:12].[CH3:43][CH2:44][CH2:45][CH2:46][CH2:47][CH3:48].[CH:1]([NH:2][CH:3]([CH3:4])[CH3:5])([CH3:6])[CH3:7].[cH:13]1[c:14]2[cH:15][c:16]3[n:17]([c:18]2[cH:19][cH:20][cH:21]1)[CH2:22][CH:23]([C:26](=[O:27])[O:28][CH2:29][CH3:30])[CH2:24][CH2:25]3>>[cH:13]1[c:14]2[cH:15][c:16]3[n:17]([c:18]2[cH:19][cH:20][cH:21]1)[CH2:22][C:23]([C:26](=[O:27])[O:28][CH2:29][CH3:30])([CH2:32][C:33](=[O:34])[O:35][CH2:36][CH3:37])[CH2:24][CH2:25]3. Reactants: C(C1=CC=CC=C1)OCCNC(N(CCC(C)C)[C@H](C(=O)NCCN(C)C)CC1=CC=CC=C1)=O ((2S)-2-[3-[2-(benzyloxy)ethyl]-1-isoamylureido]-N-[2-(dimethylamino)ethyl]-3-phenylpropionamide). Reagents/catalysts: [OH-].[OH-].[Pd+2] (palladium hydroxide on carbon). Solvent: CO (methanol). Run at time 4.5 hour. Product: CN(CCNC([C@H](CC1=CC=CC=C1)N(C(=O)NCCO)CCC(C)C)=O)C ((2S)-N-[2-(Dimethylamino)ethyl]-2-[3-(2-hydroxyethyl)-1-isoamylureido]-3-phenylpropionamide). The yield is 68.0%. RXN SMILES: C([O:8][CH2:9][CH2:10][NH:11][C:12](=[O:35])[N:13]([C@@H:19]([CH2:28][C:29]1[CH:34]=[CH:33][CH:32]=[CH:31][CH:30]=1)[C:20]([NH:22][CH2:23][CH2:24][N:25]([CH3:27])[CH3:26])=[O:21])[CH2:14][CH2:15][CH:16]([CH3:18])[CH3:17])C1C=CC=CC=1>CO.[OH-].[OH-].[Pd+2]>[CH3:27][N:25]([CH3:26])[CH2:24][CH2:23][NH:22][C:20](=[O:21])[C@@H:19]([N:13]([CH2:14][CH2:15][CH:16]([CH3:17])[CH3:18])[C:12]([NH:11][CH2:10][CH2:9][OH:8])=[O:35])[CH2:28][C:29]1[CH:30]=[CH:31][CH:32]=[CH:33][CH:34]=1 |f:2.3.4|. Procedure details: Under a nitrogen atmosphere, 20% palladium hydroxide on carbon (30 mg) is added to a solution of (2S)-2-[3-[2-(benzyloxy)ethyl]-1-isoamylureido]-N-[2-(dimethylamino)ethyl]-3-phenylpropionamide (Compound No. 21-1, 300 mg) in methanol (10 ml). The mixture is stirred under a hydrogen atmosphere for 4.5 hours. Palladium hydroxide on carbon is filtered out with Celite, and the filtrate is concentrated under reduced pressure. The concentrate is dissolved in ethyl acetate. The solution is washed with a... The reactants are C(C)N1N=CC=2C1=NC(=C(C2NC2CCOCC2)CNC(C2=CC=C(C=C2)C#CCCCO)=O)CC (N-[[1,6-Diethyl-4-[(tetrahydro-2H-pyran-4-yl)amino]-1H-pyrazolo[3,4-b]pyridin-5-yl]methyl]-4-(5-hydroxypent-1-yn-1-yl)benzamide). The reagents and catalysts are [OH-].[OH-].[Pd+2] (Pd(OH)2). The solvent is C1CCOC1.CO (THF MeOH). Product: C(C)N1N=CC=2C1=NC(=C(C2NC2CCOCC2)CNC(C2=CC=C(C=C2)CCCCCO)=O)CC (N-[[1,6-Diethyl-4-[(tetrahydro-2H-pyran-4-yl)amino]-1H-pyrazolo[3,4-b]pyridin-5-yl]methyl]-4-(5-hydroxypentyl)benzamide). Isolated yield 101.3%. RXN SMILES: [CH2:1]([N:3]1[C:7]2=[N:8][C:9]([CH2:35][CH3:36])=[C:10]([CH2:19][NH:20][C:21](=[O:34])[C:22]3[CH:27]=[CH:26][C:25]([C:28]#[C:29][CH2:30][CH2:31][CH2:32][OH:33])=[CH:24][CH:23]=3)[C:11]([NH:12][CH:13]3[CH2:18][CH2:17][O:16][CH2:15][CH2:14]3)=[C:6]2[CH:5]=[N:4]1)[CH3:2]>C1COCC1.CO.[OH-].[OH-].[Pd+2]>[CH2:1]([N:3]1[C:7]2=[N:8][C:9]([CH2:35][CH3:36])=[C:10]([CH2:19][NH:20][C:21](=[O:34])[C:22]3[CH:23]=[CH:24][C:25]([CH2:28][CH2:29][CH2:30][CH2:31][CH2:32][OH:33])=[CH:26][CH:27]=3)[C:11]([NH:12][CH:13]3[CH2:18][CH2:17][O:16][CH2:15][CH2:14]3)=[C:6]2[CH:5]=[N:4]1)[CH3:2] |f:1.2,3.4.5|. Procedure details: Pd(OH)2 (200 mg) was added to a solution of Intermediate 32 (200 mg, 0.40 mmol) in THF/MeOH (5 mL each). The solution was treated with H2 at ambient pressure for 3 h. The reaction mixture was then filtered through a plug of celite. The plug was washed with MeOH (50 mL) and the solvent was concentrated in vacuo to afford the title compound as a pale yellow solid (200 mg). ES/MS calcd. for C28H40N5O3+ 494.3. found m/z=494.4 (M+H)+. The reactants are ClCCl, CSc1cccc2c1C(=O)N1CCCC1c1c(C(=O)OC(C)(C)C)ncn1-2, O=C(OO)c1cccc(Cl)c1, [Na+], [OH-]. Product: CS(=O)c1cccc2c1C(=O)N1CCCC1c1c(C(=O)OC(C)(C)C)ncn1-2. Reaction SMILES: [CH2:41]([Cl:42])[Cl:43].[CH3:1][S:2][c:3]1[cH:4][cH:5][cH:6][c:7]2[c:8]1[C:9](=[O:27])[N:10]1[CH:11]([c:12]3[n:13]-2[cH:14][n:15][c:16]3[C:17](=[O:18])[O:19][C:20]([CH3:21])([CH3:22])[CH3:23])[CH2:24][CH2:25][CH2:26]1.[Cl:28][c:29]1[cH:30][cH:31][cH:32][c:33]([C:34]([O:35][OH:37])=[O:36])[cH:38]1.[Na+:40].[OH-:39]>>[CH3:1][S:2]([c:3]1[cH:4][cH:5][cH:6][c:7]2[c:8]1[C:9](=[O:27])[N:10]1[CH:11]([c:12]3[n:13]-2[cH:14][n:15][c:16]3[C:17](=[O:18])[O:19][C:20]([CH3:21])([CH3:22])[CH3:23])[CH2:24][CH2:25][CH2:26]1)=[O:36]. Starting materials: O=S(=O)(Cl)c1ccc(Br)s1, COc1ncc(Cl)nc1N. Product: COc1ncc(Cl)nc1NS(=O)(=O)c1ccc(Br)s1. As a reaction SMILES: [Br:11][c:12]1[cH:13][cH:14][c:15]([S:17](=[O:18])(=[O:19])[Cl:20])[s:16]1.[Cl:1][c:2]1[cH:3][n:4][c:5]([O:9][CH3:10])[c:6]([NH2:8])[n:7]1>>[Cl:1][c:2]1[cH:3][n:4][c:5]([O:9][CH3:10])[c:6]([NH:8][S:17]([c:15]2[cH:14][cH:13][c:12]([Br:11])[s:16]2)(=[O:18])=[O:19])[n:7]1.